describe an organic reaction: reactants, conditions, products, and yield From a dataset of the Open Reaction Database (ORD), a public repository of structured organic reaction records. Reactants: ClC1=C(C=C(C(=C1)Cl)Cl)O (2,4,5-trichlorophenol), O1CCCC=C1 (dihydropyran). The reagents and catalysts are C1(=CC=CC2=CC=CC=C12)S(=O)(=O)O (naphthalene sulfonic acid). The solvent is C1=CC=CC=C1 (benzene). The product is ClC1=C(OC2OCCCC2)C=C(C(=C1)Cl)Cl (2-(2,4,5-trichlorophenoxy) tetrahydropyran). Reaction SMILES: [Cl:1][C:2]1[CH:7]=[C:6]([Cl:8])[C:5]([Cl:9])=[CH:4][C:3]=1[OH:10].[O:11]1[CH:16]=[CH:15][CH2:14][CH2:13][CH2:12]1>C1C=CC=CC=1.C1(S(O)(=O)=O)C2C(=CC=CC=2)C=CC=1>[Cl:1][C:2]1[CH:7]=[C:6]([Cl:8])[C:5]([Cl:9])=[CH:4][C:3]=1[O:10][CH:12]1[CH2:13][CH2:14][CH2:15][CH2:16][O:11]1. Reported procedure: 2,4,5-trichlorophenol (9.85 g., 0.05 moles) and dihydropyran (9.1 ml., 0.10 moles) are mixed in 100 ml. of benzene as a solvent. Upon addition of 1.0 g. of naphthalene sulfonic acid, as catalyst, the reaction is exothermic and the solution turns a light purple color. The reaction mixture is cooled to room temperature and allowed to stand for about one-half hour. The reaction mixture is washed with dilute sodium carbonate solution and the color turns to a light orange. The solution is dried over ... Starting materials: C1(=CC=CC=C1)C1=NN(C(=C1)C1=CC=CC=C1)CC1=C(C=C(CNC2=CC(=C(C(=C2)F)CCC(=O)OCC)F)C=C1)OC(C)C (ethyl 3-[4-({4-[(3,5-diphenyl-1H-pyrazol-1-yl)methyl]-3-isopropoxybenzyl}amino)-2,6-difluorophenyl]propanoate), Cl (hydrochloric acid), [OH-].[Na+] (sodium hydroxide). Run in C(C)O (ethanol), O1CCCC1 (tetrahydrofuran). Reaction conditions: temperature 60 celsius, time 1 hour. The product is C1(=CC=CC=C1)C1=NN(C(=C1)C1=CC=CC=C1)CC1=C(C=C(CNC2=CC(=C(C(=C2)F)CCC(=O)O)F)C=C1)OC(C)C (3-[4-({4-[(3,5-diphenyl-1H-pyrazol-1-yl)methyl]-3-isopropoxybenzyl}amino)-2,6-difluorophenyl]propanoic acid). The yield is 75.1%. As a reaction SMILES: [C:1]1([C:7]2[CH:11]=[C:10]([C:12]3[CH:17]=[CH:16][CH:15]=[CH:14][CH:13]=3)[N:9]([CH2:18][C:19]3[CH:41]=[CH:40][C:22]([CH2:23][NH:24][C:25]4[CH:30]=[C:29]([F:31])[C:28]([CH2:32][CH2:33][C:34]([O:36]CC)=[O:35])=[C:27]([F:39])[CH:26]=4)=[CH:21][C:20]=3[O:42][CH:43]([CH3:45])[CH3:44])[N:8]=2)[CH:6]=[CH:5][CH:4]=[CH:3][CH:2]=1.[OH-].[Na+].Cl>C(O)C.O1CCCC1>[C:1]1([C:7]2[CH:11]=[C:10]([C:12]3[CH:17]=[CH:16][CH:15]=[CH:14][CH:13]=3)[N:9]([CH2:18][C:19]3[CH:41]=[CH:40][C:22]([CH2:23][NH:24][C:25]4[CH:30]=[C:29]([F:31])[C:28]([CH2:32][CH2:33][C:34]([OH:36])=[O:35])=[C:27]([F:39])[CH:26]=4)=[CH:21][C:20]=3[O:42][CH:43]([CH3:45])[CH3:44])[N:8]=2)[CH:6]=[CH:5][CH:4]=[CH:3][CH:2]=1 |f:1.2|. Reported procedure: To a solution of ethyl 3-[4-({4-[(3,5-diphenyl-1H-pyrazol-1-yl)methyl]-3-isopropoxybenzyl}amino)-2,6-difluorophenyl]propanoate (0.431 g, 0.710 mmol) in a mixture of ethanol (5 mL) and tetrahydrofuran (8 mL) was added 1 N sodium hydroxide (2.12 mL, 2.12 mmol) and the mixture was stirred at 60° C. for 1 hr. The reaction mixture was neutralized with 1 N hydrochloric acid and extracted with ethyl acetate. The organic layer was washed with saturated brine, dried over anhydrous magnesium sulfate, and ... Reactants: C=CC(=O)OC(C)(C)C, Nc1ccccc1F, Cl[Sn](Cl)(Cl)Cl, c1ccccc1. The product is CC(C)(C)OC(=O)CCNc1ccccc1F. RXN SMILES: [C:9]([CH:10]=[CH2:11])(=[O:12])[O:13][C:14]([CH3:15])([CH3:16])[CH3:17].[NH2:1][c:2]1[cH:3][cH:4][cH:5][cH:6][c:7]1[F:8].[Sn:18]([Cl:19])([Cl:20])([Cl:21])[Cl:22].[cH:23]1[cH:24][cH:25][cH:26][cH:27][cH:28]1>>[NH:1]([c:2]1[cH:3][cH:4][cH:5][cH:6][c:7]1[F:8])[CH2:11][CH2:10][C:9](=[O:12])[O:13][C:14]([CH3:15])([CH3:16])[CH3:17]. Reactants: BrCc1ccccc1, O=C([O-])[O-], Cc1cc(O)cc(O)c1, [K+], [K+], CN(C)C=O. The product is Cc1cc(O)cc(OCc2ccccc2)c1. Reaction SMILES: [Br:16][CH2:17][c:18]1[cH:19][cH:20][cH:21][cH:22][cH:23]1.[C:10](=[O:11])([O-:12])[O-:13].[CH3:1][c:2]1[cH:3][c:4]([OH:5])[cH:6][c:7]([OH:8])[cH:9]1.[K+:14].[K+:15].[O:24]=[CH:25][N:26]([CH3:27])[CH3:28]>>[CH3:1][c:2]1[cH:3][c:4]([O:5][CH2:17][c:18]2[cH:19][cH:20][cH:21][cH:22][cH:23]2)[cH:6][c:7]([OH:8])[cH:9]1. Reported procedure: Synthesized as described in Example 4 using 2-propyl-4-(trifluoromethyl)-1H-indole-5-carbonitrile and (bromomethyl)cyclopropane: 1H NMR (400 MHz, CDCl3) δ 7.49 (s, 2H), 6.57 (s, 1H), 4.05 (d, J=6.4 Hz, 2H), 2.76 (t, J=7.6 Hz, 2H), 1.83 (m, 2H), 1.16 (m, 1H), 1.08 (t, J=7.4 Hz, 3H), 0.60 (m, 2H), 0.35 (m, 2H); MS (ES) m/z 307 (M+1). As a reaction SMILES: [CH2:1]([C:4]1[NH:5][C:6]2[C:11]([CH:12]=1)=[C:10]([C:13]([F:16])([F:15])[F:14])[C:9]([C:17]#[N:18])=[CH:8][CH:7]=2)[CH2:2][CH3:3].Br[CH2:20][CH:21]1[CH2:23][CH2:22]1>>[CH:21]1([CH2:20][N:5]2[C:6]3[C:11](=[C:10]([C:13]([F:15])([F:16])[F:14])[C:9]([C:17]#[N:18])=[CH:8][CH:7]=3)[CH:12]=[C:4]2[CH2:1][CH2:2][CH3:3])[CH2:23][CH2:22]1. Starting materials: C(CC)C=1NC2=CC=C(C(=C2C1)C(F)(F)F)C#N (2-propyl-4-(trifluoromethyl)-1H-indole-5-carbonitrile), BrCC1CC1 ((bromomethyl)cyclopropane). The product is C1(CC1)CN1C(=CC2=C(C(=CC=C12)C#N)C(F)(F)F)CCC (1-(Cyclopropylmethyl)-2-propyl-4-(trifluoromethyl)-1H-indole-5-carbonitrile). The reactants are C(C)(C)(C)OC(=O)N1CC(C1)C1=CC=C(C=C1)C=NO (3-[4-(Hydroxyimino-methyl)-phenyl]-azetidine-1-carboxylic acid tert-butyl ester), C1CC(=O)N(C1=O)Cl (NCS), ClC1=CC(=CC(=C1)C(=C)C(F)(F)F)Cl (1,3-Dichloro-5-(1-trifluoromethyl-vinyl)-benzene), C(O)([O-])=O.[K+] (potassium hydrogen carbonate). The solvent is C(C)(=O)OCC (ethyl acetate), CCCCCC (hexane), CO (methanol), CN(C)C=O (DMF), CN(C)C=O (DMF), ClCCl (dichloromethane). Reaction conditions: temperature 50 celsius, time 16 hour. Product: C(C)(C)(C)OC(=O)N1CC(C1)C1=CC=C(C=C1)C1=NOC(C1)(C(F)(F)F)C1=CC(=CC(=C1)Cl)Cl (3-{4-[5-(3,5-Dichloro-phenyl)-5-trifluoromethyl-4,5-dihydro-isoxazol-3-yl]-phenyl}-azetidine-1-carboxylic acid tert-butyl ester). RXN SMILES: [C:1]([O:5][C:6]([N:8]1[CH2:11][CH:10]([C:12]2[CH:17]=[CH:16][C:15]([CH:18]=[N:19][OH:20])=[CH:14][CH:13]=2)[CH2:9]1)=[O:7])([CH3:4])([CH3:3])[CH3:2].C1C(=O)N(Cl)C(=O)C1.C(=O)([O-])O.[K+].[Cl:34][C:35]1[CH:40]=[C:39]([C:41]([C:43]([F:46])([F:45])[F:44])=[CH2:42])[CH:38]=[C:37]([Cl:47])[CH:36]=1>CN(C=O)C.ClCCl.CCCCCC.C(OCC)(=O)C.CO>[C:1]([O:5][C:6]([N:8]1[CH2:9][CH:10]([C:12]2[CH:13]=[CH:14][C:15]([C:18]3[CH2:42][C:41]([C:39]4[CH:38]=[C:37]([Cl:47])[CH:36]=[C:35]([Cl:34])[CH:40]=4)([C:43]([F:44])([F:46])[F:45])[O:20][N:19]=3)=[CH:16][CH:17]=2)[CH2:11]1)=[O:7])([CH3:4])([CH3:2])[CH3:3] |f:2.3|. Procedure details: To a stirred solution of 3-[4-(Hydroxyimino-methyl)-phenyl]-azetidine-1-carboxylic acid tert-butyl ester (Preparation 39, 1 g, 3.62 mmol, 1.0 equivalents) in DMF (6.0 mL) was added NCS (725.26 mg, 5.43 mmol, 1.5 equivalents) and heated to 50° C. for 1 hour. Progress of the reaction was monitored by TLC using 5% methanol in dichloromethane. After complete consumption of starting material, reaction was cooled to 0° C. followed by the addition of potassium hydrogen carbonate (543.18 mg, 5.43 mmol, ...